From a dataset of the Open Reaction Database (ORD), a public repository of structured organic reaction records. describe an organic reaction: reactants, conditions, products, and yield The reactants are 1-(di-1-pyrrolidinylmethylene)-1H-benzotriazolium 3-oxide hexafluorophosphate, C1(CCCC1)N1C2=C(N(C(C(C1)(F)F)=O)C)C=NC(=N2)NC2=C(C=C(C(=O)O)C=C2)OC (4-(9-cyclopentyl-7,7-difluoro-5-methyl-6-oxo-6,7,8,9-tetrahydro-5H-pyrimido[4,5-b][1,4]diazepin-2-ylamino)-3-methoxy-benzoic acid), C(C)N(C(C)C)C(C)C (ethyldiisopropyl amine), Cl.CN (methylamine hydrochloride). The solvent is CN(C=O)C (dimethylformamide), ice water. Reaction conditions: time 1 hour. The product is C1(CCCC1)N1C2=C(N(C(C(C1)(F)F)=O)C)C=NC(=N2)NC2=C(C=C(C(=O)NC)C=C2)OC (4-(9-cyclopentyl-7,7-difluoro-5-methyl-6-oxo-6,7,8,9-tetrahydro-5H-pyrimido[4,5-b][1,4]diazepin-2-ylamino)-3-methoxy-N-methyl-benzamide). Yield: 74.8%. RXN SMILES: [CH:1]1([N:6]2[CH2:12][C:11]([F:14])([F:13])[C:10](=[O:15])[N:9]([CH3:16])[C:8]3[CH:17]=[N:18][C:19]([NH:21][C:22]4[CH:30]=[CH:29][C:25]([C:26]([OH:28])=O)=[CH:24][C:23]=4[O:31][CH3:32])=[N:20][C:7]2=3)[CH2:5][CH2:4][CH2:3][CH2:2]1.[CH2:33]([N:35](C(C)C)C(C)C)C.Cl.CN>CN(C)C=O>[CH:1]1([N:6]2[CH2:12][C:11]([F:13])([F:14])[C:10](=[O:15])[N:9]([CH3:16])[C:8]3[CH:17]=[N:18][C:19]([NH:21][C:22]4[CH:30]=[CH:29][C:25]([C:26]([NH:35][CH3:33])=[O:28])=[CH:24][C:23]=4[O:31][CH3:32])=[N:20][C:7]2=3)[CH2:5][CH2:4][CH2:3][CH2:2]1 |f:2.3|. Procedure details: To a mixture of 0.08 g (0.18 mmole) of 4-(9-cyclopentyl-7,7-difluoro-5-methyl-6-oxo-6,7,8,9-tetrahydro-5H-pyrimido[4,5-b][1,4]diazepin-2-ylamino)-3-methoxy-benzoic acid (I-22), 0.13 mL (0.72 mmole) of ethyldiisopropyl amine and 0.013 g (0.20 mmole) of methylamine hydrochloride in 2.0 mL of dimethylformamide was added 0.085 g (0.20 mmole) of 1-(di-1-pyrrolidinylmethylene)-1H-benzotriazolium 3-oxide hexafluorophosphate. The mixture was stirred at room temperature for 1 hour, then diluted with 10 m... The reactants are C(C)(C)N(C(C)C)CC (N,N-Diisopropylethylamine), C(OC)Cl (MOMCl), BrC1=C(C=C(C(=C1)CC1=CC=C(C=C1)CC)Cl)CO ((2-bromo-5-chloro-4-(4-ethylbenzyl)phenyl)methanol). Solvent: C(Cl)Cl (CH2Cl2). Reaction conditions: time 1 hour. Product: BrC1=C(C=C(C(=C1)CC1=CC=C(C=C1)CC)Cl)COCOC (1-bromo-4-chloro-5-(4-ethylbenzyl)-2-((methoxymethoxy)methyl)benzene). The yield is 89.4%. As a reaction SMILES: [Br:1][C:2]1[CH:7]=[C:6]([CH2:8][C:9]2[CH:14]=[CH:13][C:12]([CH2:15][CH3:16])=[CH:11][CH:10]=2)[C:5]([Cl:17])=[CH:4][C:3]=1[CH2:18][OH:19].C(N(CC)C(C)C)(C)C.[CH2:29](Cl)[O:30][CH3:31]>C(Cl)Cl>[Br:1][C:2]1[CH:7]=[C:6]([CH2:8][C:9]2[CH:14]=[CH:13][C:12]([CH2:15][CH3:16])=[CH:11][CH:10]=2)[C:5]([Cl:17])=[CH:4][C:3]=1[CH2:18][O:19][CH2:29][O:30][CH3:31]. Procedure: To a cooled (0° C.) solution of (2-bromo-5-chloro-4-(4-ethylbenzyl)phenyl)methanol (4.0 g, 11.8 mmol) in CH2Cl2 (60 mL), was added N,N-Diisopropylethylamine (DIPEA) (10.5 mL, 59.0 mmol) and MOMCl (4.5 μL, 59.0 mmol) successively. The reaction mixture was kept at 0° C. for 1 h, and then warmed to room temperature and kept at that temperature for 4 h. The reaction was quenched with H2O, the organic layer was separated and the aqueous layer was extracted 2× with CH2Cl2. The combined organic layers ...